describe an organic reaction: reactants, conditions, products, and yield From a dataset of the Open Reaction Database (ORD), a public repository of structured organic reaction records. Starting materials: C(C)OC(OCC)OCC (triethylorthoformate), NC=1C(=NC(=C(N1)Br)Br)S (3-amino-5,6-dibromopyrazinethiol). The product is BrC1=C(N=C2C(=N1)N=CS2)Br (5,6-Dibromothiazolo(4,5-b)pyrazine). Yield: 73.0%. As a reaction SMILES: [CH2:1](OC(OCC)OCC)C.[NH2:11][C:12]1[C:13]([SH:20])=[N:14][C:15]([Br:19])=[C:16]([Br:18])[N:17]=1>>[Br:18][C:16]1[N:17]=[C:12]2[N:11]=[CH:1][S:20][C:13]2=[N:14][C:15]=1[Br:19]. Reported procedure: Fifty ml. of triethylorthoformate and 8.6 g. of 3-amino-5,6-dibromopyrazinethiol were mixed and heated to boiling under reflux for 22 hours. The reaction mixture was then concentrated under reduced pressure and diluted with petroleum-ether. The resulting precipitate of yellowish brown crystalline material weighed 6.7 g. (73% yield), m.p. 142°-4° C.